describe an organic reaction: reactants, conditions, products, and yield From a dataset of the Open Reaction Database (ORD), a public repository of structured organic reaction records. Reactants: CCOC(=O)c1oc2cccc(OCC3CO3)c2c1C, CCO, CCOC(C)=O, NCc1cccnc1. Product: CCOC(=O)c1oc2cccc(OCC(O)CNCc3cccnc3)c2c1C. As a reaction SMILES: [CH2:1]([CH3:2])[O:3][C:4](=[O:5])[c:6]1[o:7][c:8]2[c:9]([c:10]1[CH3:11])[c:12]([O:16][CH2:17][CH:18]1[O:19][CH2:20]1)[cH:13][cH:14][cH:15]2.[CH3:29][CH2:30][OH:31].[CH3:32][CH2:33][O:34][C:35](=[O:36])[CH3:37].[cH:21]1[c:22]([CH2:27][NH2:28])[cH:23][cH:24][cH:25][n:26]1>>[CH2:1]([CH3:2])[O:3][C:4](=[O:5])[c:6]1[o:7][c:8]2[c:9]([c:10]1[CH3:11])[c:12]([O:16][CH2:17][CH:18]([OH:19])[CH2:20][NH:28][CH2:27][c:22]1[cH:21][n:26][cH:25][cH:24][cH:23]1)[cH:13][cH:14][cH:15]2. Reactants: BrCc1ccccc1, COc1c(C)c(Cc2cccc(C=O)c2O)c(OC)c(OC)c1OC, CC(C)=O, [Na+], [Na+], O=C([O-])[O-]. Yields the product COc1c(C)c(Cc2cccc(C=O)c2OCc2ccccc2)c(OC)c(OC)c1OC. RXN SMILES: [Br:32][CH2:33][c:34]1[cH:35][cH:36][cH:37][cH:38][cH:39]1.[CH3:1][O:2][c:3]1[c:4]([CH3:25])[c:5]([CH2:6][c:7]2[c:8]([OH:15])[c:9]([CH:10]=[O:11])[cH:12][cH:13][cH:14]2)[c:16]([O:23][CH3:24])[c:17]([O:21][CH3:22])[c:18]1[O:19][CH3:20].[CH3:40][C:41](=[O:42])[CH3:43].[Na+:26].[Na+:27].[O-:28][C:29](=[O:30])[O-:31]>>[CH3:1][O:2][c:3]1[c:4]([CH3:25])[c:5]([CH2:6][c:7]2[c:8]([O:15][CH2:33][c:34]3[cH:35][cH:36][cH:37][cH:38][cH:39]3)[c:9]([CH:10]=[O:11])[cH:12][cH:13][cH:14]2)[c:16]([O:23][CH3:24])[c:17]([O:21][CH3:22])[c:18]1[O:19][CH3:20].